The task is: describe an organic reaction: reactants, conditions, products, and yield. This data is from the Open Reaction Database (ORD), a public repository of structured organic reaction records. The reactants are O=C([O-])O, CO, Cl, CCCc1cc(C(OCOC)(C(F)(F)F)C(F)(F)F)ccc1Oc1cc(C(=O)OC)c(I)cn1, [Na+], [Na+], [OH-]. The product is CCCc1cc(C(OCOC)(C(F)(F)F)C(F)(F)F)ccc1Oc1cc(C(=O)O)c(I)cn1. Reaction SMILES: [C:38](=[O:39])([O-:40])[OH:41].[CH3:43][OH:44].[ClH:37].[F:1][C:2]([C:3]([C:4]([F:5])([F:6])[F:7])([O:8][CH2:9][O:10][CH3:11])[c:12]1[cH:13][c:14]([CH2:30][CH2:31][CH3:32])[c:15]([O:16][c:17]2[cH:18][c:19]([C:20](=[O:21])[O:22][CH3:23])[c:24]([I:27])[cH:25][n:26]2)[cH:28][cH:29]1)([F:33])[F:34].[Na+:36].[Na+:42].[OH-:35]>>[F:1][C:2]([C:3]([C:4]([F:5])([F:6])[F:7])([O:8][CH2:9][O:10][CH3:11])[c:12]1[cH:13][c:14]([CH2:30][CH2:31][CH3:32])[c:15]([O:16][c:17]2[cH:18][c:19]([C:20](=[O:21])[OH:22])[c:24]([I:27])[cH:25][n:26]2)[cH:28][cH:29]1)([F:33])[F:34].